From a dataset of the Open Reaction Database (ORD), a public repository of structured organic reaction records. describe an organic reaction: reactants, conditions, products, and yield Reactants: Cl.ClC1=CC=C(C=C1)CCC(CN1C=NC=C1)=O (4-(4-chlorophenyl)-1-(1H-imidazol-1-yl)-2-butanone hydrochloride), C(CS)S (1,2-ethanedithiol). Product: Cl.ClC1=CC=C(C=C1)CCC1(SCCS1)CN1C=NC=C1 (2-[2-(4-Chlorophenyl)ethyl]-2-[(1H-imidazol-1-yl)methyl]-1,3-dithiolane hydrochloride). The yield is 32.0%. RXN SMILES: Cl.[Cl:2][C:3]1[CH:8]=[CH:7][C:6]([CH2:9][CH2:10][C:11](=O)[CH2:12][N:13]2[CH:17]=[CH:16][N:15]=[CH:14]2)=[CH:5][CH:4]=1.[CH2:19]([SH:22])[CH2:20][SH:21]>>[ClH:2].[Cl:2][C:3]1[CH:8]=[CH:7][C:6]([CH2:9][CH2:10][C:11]2([CH2:12][N:13]3[CH:17]=[CH:16][N:15]=[CH:14]3)[S:22][CH2:19][CH2:20][S:21]2)=[CH:5][CH:4]=1 |f:0.1,3.4|. Procedure details: The title compound was synthesized from ketone 5e (Vlahakis, J. Z.; Kinobe, R. T.; Bowers, R. J.; Brien, J. F.; Nakatsu, K.; Szarek, W. A. Bioorg. Med. Chem. Lett. 2005, 15, 1457-1461) by the procedure employed for the synthesis of QC-15, except using 1,2-ethanedithiol instead of ethylene glycol, to afford a beige solid in 32% yield after recrystallization (2-propanol): mp 204-205° C.; Rf=0.21 (EtOAc); 1H NMR (400 MHz, CD3OD): δ 2.17-2.25 (m, 2H), 2.94-3.06 (m, 4H), 3.28-3.38 (m, 2H), 4.65 (s, 2...